This data is from the Open Reaction Database (ORD), a public repository of structured organic reaction records. The task is: describe an organic reaction: reactants, conditions, products, and yield As a reaction SMILES: [Cl:1][C:2]1[CH:7]=[CH:6][C:5]([S:8]([CH2:11][CH2:12][CH2:13][C:14]2[CH:19]=[CH:18][C:17]([CH2:20][C:21]([OH:23])=[O:22])=[CH:16][CH:15]=2)(=O)=[O:9])=[CH:4][CH:3]=1.CC(C)=O.OS(O)(=O)=O.O=[Cr](=O)=O>CC(C)=O>[Cl:1][C:2]1[CH:7]=[CH:6][C:5]([S:8]([CH2:11][CH2:12][CH2:13][C:14]2[CH:15]=[CH:16][C:17]([CH2:20][C:21]([OH:23])=[O:22])=[CH:18][CH:19]=2)=[O:9])=[CH:4][CH:3]=1 |f:1.2.3|. Run in CC(=O)C (acetone). The product is ClC1=CC=C(C=C1)S(=O)CCCC1=CC=C(C=C1)CC(=O)O (4-(3-((4-Chlorophenyl)sulfinyl)propyl)benzeneacetic acid). Reported procedure: To a 0° C. solution of Example 8 Part A sulfide (500 mg, 1.11 mmol) in acetone (6 ml) was added, dropwise, freshly prepared Jones reagent (2.67M, ca. 1.2 ml). After stirring for 40 minutes, the reaction was quenched with 2-propanol and then concentrated in vacuo. The residue was then stirred with water (50 ml) for 30 minutes at which time a yellow solid had formed. The solid was collected by filtration, washed with water and air dried. Chromatography (flash, silica, 25 mm dia., ethyl acetate the... Starting materials: ClC1=CC=C(C=C1)S(=O)(=O)CCCC1=CC=C(C=C1)CC(=O)O (4-(3-((4-Chlorophenyl)sulfonyl)propyl)benzeneacetic acid), sulfide, CC(=O)C.OS(=O)(=O)O.O=[Cr](=O)=O (Jones reagent). Reaction conditions: time 40 minute.